From a dataset of the Open Reaction Database (ORD), a public repository of structured organic reaction records. describe an organic reaction: reactants, conditions, products, and yield Reactants: COC=1C=C2C=CC=NC2=C(C1)N (6-methoxyquinolin-8-amine), COC1=C2C=CC=NC2=C(C=C1)N (5-Methoxyquinolin-8-amine), [N+](=O)([O-])C1=C(C=CC=C1)S(=O)(=O)Cl (2-nitrobenzenesulfonyl chloride). Yields the product COC1=C2C=CC=NC2=C(C=C1)NS(=O)(=O)C1=C(C=CC=C1)[N+](=O)[O-] (N-(5-Methoxyquinolin-8-yl)-2-nitrobenzenesulfonamide). Yield: 64.0%. RXN SMILES: COC1C=C2C(=C(N)C=1)N=CC=C2.[CH3:14][O:15][C:16]1[CH:25]=[CH:24][C:23]([NH2:26])=[C:22]2[C:17]=1[CH:18]=[CH:19][CH:20]=[N:21]2.[N+:27]([C:30]1[CH:35]=[CH:34][CH:33]=[CH:32][C:31]=1[S:36](Cl)(=[O:38])=[O:37])([O-:29])=[O:28]>>[CH3:14][O:15][C:16]1[CH:25]=[CH:24][C:23]([NH:26][S:36]([C:31]2[CH:32]=[CH:33][CH:34]=[CH:35][C:30]=2[N+:27]([O-:29])=[O:28])(=[O:37])=[O:38])=[C:22]2[C:17]=1[CH:18]=[CH:19][CH:20]=[N:21]2. Procedure details: In a similar fashion using route 14 general procedure 27, 6-methoxyquinolin-8-amine (Intermediate 67) (350 mg, 2.01 mmol) and 2-nitrobenzenesulfonyl chloride (533 mg, 2.41 mmol) gave the title compound (460 mg, 64%) after purification by column chromatography with DCM as the eluent. The reactants are C12(CC3CC(CC(C1)C3)C2)COC2=NC=C(C(=O)OC)C=C2C2CC2 (methyl 6-(adamantan-1-ylmethoxy)-5-cyclopropylnicotinate), [Si](C)(C)(C(C)(C)C)OCC12CC3(CC(CC(C1)C3)C2)COC2=CC(=C(C(=O)OC)C=C2Cl)F (methyl 4-((3-(((tert-butyldimethylsilyl)oxy)methyl)adamantan-1-yl)methoxy)-5-chloro-2-fluorobenzoate). Product: [Si](C)(C)(C(C)(C)C)OCC12CC3(CC(CC(C1)C3)C2)COC2=CC(=C(C(=O)O)C=C2Cl)F (4-((3-(((tert-butyldimethylsilyl)oxy)methyl)adamantan-1-yl)methoxy)-5-chloro-2-fluorobenzoic acid), solid. The yield is 94.0%. As a reaction SMILES: C12(COC3C(C4CC4)=CC(C(OC)=O)=CN=3)CC3CC(CC(C3)C1)C2.[Si:26]([O:33][CH2:34][C:35]12[CH2:44][CH:39]3[CH2:40][CH:41]([CH2:43][C:37]([CH2:45][O:46][C:47]4[C:56]([Cl:57])=[CH:55][C:50]([C:51]([O:53]C)=[O:52])=[C:49]([F:58])[CH:48]=4)([CH2:38]3)[CH2:36]1)[CH2:42]2)([C:29]([CH3:32])([CH3:31])[CH3:30])([CH3:28])[CH3:27]>>[Si:26]([O:33][CH2:34][C:35]12[CH2:42][CH:41]3[CH2:40][CH:39]([CH2:38][C:37]([CH2:45][O:46][C:47]4[C:56]([Cl:57])=[CH:55][C:50]([C:51]([OH:53])=[O:52])=[C:49]([F:58])[CH:48]=4)([CH2:43]3)[CH2:36]1)[CH2:44]2)([C:29]([CH3:32])([CH3:31])[CH3:30])([CH3:28])[CH3:27]. Reported procedure: Following the procedure as described in Example 150 step 4 and making variations as required to replace methyl 6-(adamantan-1-ylmethoxy)-5-cyclopropylnicotinate with methyl 4-((3-(((tert-butyldimethylsilyl)oxy)methyl)adamantan-1-yl)methoxy)-5-chloro-2-fluorobenzoate, the title compound was obtained as a colorless solid (1.02 g, 94%): 1H NMR (300 MHz, DMSO-d6) δ 13.03 (br s, 1H), 7.79 (d, J=7.7 Hz, 1H), 7.12 (d, J=12.7 Hz, 1H), 3.70 (s, 2H), 3.12 (s, 2H), 2.05-1.96 (m, 2H), 1.63-1.42 (m, 6H), 1.4...